This data is from the Open Reaction Database (ORD), a public repository of structured organic reaction records. The task is: describe an organic reaction: reactants, conditions, products, and yield As a reaction SMILES: [CH:1]1([C:4]2[N:5]=[CH:6][C:7]([C:15]([OH:17])=O)=[N:8][C:9]=2[O:10][CH2:11][CH:12]2[CH2:14][CH2:13]2)[CH2:3][CH2:2]1.Cl.[NH2:19][C:20]([C:23]1[N:27]=[C:26]([NH2:28])[O:25][N:24]=1)([CH3:22])[CH3:21]>>[NH2:28][C:26]1[O:25][N:24]=[C:23]([C:20]([NH:19][C:15]([C:7]2[CH:6]=[N:5][C:4]([CH:1]3[CH2:2][CH2:3]3)=[C:9]([O:10][CH2:11][CH:12]3[CH2:13][CH2:14]3)[N:8]=2)=[O:17])([CH3:22])[CH3:21])[N:27]=1 |f:1.2|. Reported procedure: The title compound was synthesized in analogy to Example 6, using 5-cyclopropyl-6-cyclopropylmethoxy-pyrazine-2-carboxylic acid (Example 10 g) and 3-(1-amino-1-methyl-ethyl)-[1,2,4]oxadiazol-5-ylamine hydrochloride (1:1) (Example 57b) as starting materials, and isolated (57 mg, 75%) as off-white solid; LC-MS (UV peak area, ESI) 100%, 359.1825 (M+H). Reactants: C1(CC1)C=1N=CC(=NC1OCC1CC1)C(=O)O (5-cyclopropyl-6-cyclopropylmethoxy-pyrazine-2-carboxylic acid), Cl.NC(C)(C)C1=NOC(=N1)N (3-(1-amino-1-methyl-ethyl)-[1,2,4]oxadiazol-5-ylamine hydrochloride). Product: NC1=NC(=NO1)C(C)(C)NC(=O)C1=NC(=C(N=C1)C1CC1)OCC1CC1 (5-Cyclopropyl-6-cyclopropylmethoxy-pyrazine-2-carboxylic acid [1-(5-amino-[1,2,4]oxadiazol-3-yl)-1-methyl-ethyl]-amide). Reactants: C=CCn1c(-c2ccccc2C=C)c(C2CCCCC2)c2sc(C(=O)OC)cc21, ClCCl, Cc1cc(C)c(-n2ccn(-c3c(C)cc(C)cc3C)c2=[Ru](Cl)(Cl)=Cc2cc(Cl)ccc2OC(C)C)c(C)c1. Product: COC(=O)c1cc2c(s1)c(C1CCCCC1)c1n2CC=Cc2ccccc2-1. As a reaction SMILES: [CH2:1]([CH:2]=[CH2:3])[n:4]1[c:5]2[c:6]([c:7]([CH:17]3[CH2:18][CH2:19][CH2:20][CH2:21][CH2:22]3)[c:8]1-[c:9]1[c:10]([CH:15]=[CH2:16])[cH:11][cH:12][cH:13][cH:14]1)[s:23][c:24]([C:26](=[O:27])[O:28][CH3:29])[cH:25]2.[Cl:30][CH2:31][Cl:32].[Cl:33][Ru:34]([Cl:35])(=[CH:36][c:37]1[cH:38][c:39]([Cl:40])[cH:41][cH:42][c:43]1[O:44][CH:45]([CH3:46])[CH3:47])=[c:48]1[n:49](-[c:50]2[c:51]([CH3:52])[cH:53][c:54]([CH3:55])[cH:56][c:57]2[CH3:58])[cH:59][cH:60][n:61]1-[c:62]1[c:63]([CH3:64])[cH:65][c:66]([CH3:67])[cH:68][c:69]1[CH3:70]>>[CH2:1]1[CH:2]=[CH:3][c:10]2[c:9]([cH:14][cH:13][cH:12][cH:11]2)-[c:8]2[n:4]1[c:5]1[c:6]([c:7]2[CH:17]2[CH2:18][CH2:19][CH2:20][CH2:21][CH2:22]2)[s:23][c:24]([C:26](=[O:27])[O:28][CH3:29])[cH:25]1. Reactants: CC1(OC[C@@H](O1)CO)C ((S)-(2,2-dimethyl-1,3-dioxolan-4-yl)methanol), [H-].[Na+] (sodium hydride), IC (iodomethane). Run in C(C)OCC (diethyl ether), C1CCOC1 (THF). Run at temperature 0 celsius, time 15 minute. Yields the product COC[C@@H]1OC(OC1)(C)C ((S)-4-(Methoxymethyl)-2,2-dimethyl-1,3-dioxolane). As a reaction SMILES: [CH3:1][C:2]1([CH3:9])[O:6][C@@H:5]([CH2:7][OH:8])[CH2:4][O:3]1.[H-].[Na+].I[CH3:13]>C1COCC1.C(OCC)C>[CH3:13][O:8][CH2:7][C@H:5]1[CH2:4][O:3][C:2]([CH3:9])([CH3:1])[O:6]1 |f:1.2|. Reported procedure: To a solution of (S)-(2,2-dimethyl-1,3-dioxolan-4-yl)methanol (9.8 g, 74.2 mmol) in anhydrous THF (150 mL) at 0° C. was added sodium hydride (60% in mineral oil) (3.26 g, 82 mmol) in 4 portions over 5 min (caution: gas evolution). The reaction was stirred for an additional 15 min at 0° C., then iodomethane (5.09 mL, 82 mmol) was added and the reaction was warmed to rt. After approximately 1 h at rt, the reaction was diluted with diethyl ether (100 mL), filtered and concentrated to 15-20 mL under... Starting materials: CN1C=CC2=CC(=CC=C12)/C=C/C1=CC=NC=C1 ((E)-4-(1-methylindol-5-yl)ethenylpyridine). Run in CO (MeOH). Product: C(C1=CC=CC=C1)N1CCC(=CC1)\C=C\C=1C=C2C=CN(C2=CC1)C ((E)-Benzyl-4-(2-(1-methylindol-5-yl)ethenyl)-1,2,3,6-tetrahydropyridine). As a reaction SMILES: [CH3:1][N:2]1[C:10]2[C:5](=[CH:6][C:7](/[CH:11]=[CH:12]/[C:13]3[CH:18]=[CH:17][N:16]=[CH:15][CH:14]=3)=[CH:8][CH:9]=2)[CH:4]=[CH:3]1>CO>[CH2:4]([N:16]1[CH2:17][CH:18]=[C:13](/[CH:12]=[CH:11]/[C:7]2[CH:6]=[C:5]3[C:10](=[CH:9][CH:8]=2)[N:2]([CH3:1])[CH:3]=[CH:4]3)[CH2:14][CH2:15]1)[C:5]1[CH:10]=[CH:9][CH:8]=[CH:7][CH:6]=1. Procedure: The title compound was prepared from (E)-4-(1-methylindol-5-yl)ethenylpyridine by an analogous procedure to Example 1, m.p. 137.5°-138.5° C. (MeOH); (Found: C, 84.17; H, 7.11; N, 8.48. C23H24N2 requires C, 84.11; H, 7.37; N, 8.53%); δH (CDCl3) 2.45 (2H, br s, tetrahydropyridinyl CH2), 2.68 (2H, m, tetrahydropyridinyl CH2), 3.13 (2H, br s, tetrahydropyridinyl CH2), 3.63 (2H, s, PhCH2N), 3.77 (3H, s, N-CH3), 5.77 (1H, br s, tetrahydropyridinyl CH), 6.43 (1H, m, 3'-H), 6.58 (1H, d, J 16.1 Hz, CH=CH... Reactants: COC(=O)C=1SC(=CC1)CCC[C@@H]1[C@H](C(CC1)(Br)Br)C1=CC=C(C=C1)C(CCCCC)OCC1=CC=C(C=C1)OC (5-[3-((1S,2S)-3,3-Dibromo-2-{4-[1-(4-methoxy-benzyloxy)-hexyl]-phenyl}-cyclopentyl)-propyl]-thiophene-2-carboxylic acid methyl ester), C(C)(C)(C)N=C(N(C)C)N(C)C (2-tert-butyl-1,1,3,3-tetramethylguanidine), Cl (HCl). Solvent: ClCCCl (1,2-dichloroethane). Conditions: time 3 day. The product is COC(=O)C=1SC(=CC1)CCC[C@@H]1C(=C(CC1)Br)C1=CC=C(C=C1)C(CCCCC)OCC1=CC=C(C=C1)OC (5-[3-((S)-3-Bromo-2-{4-[1-(4-methoxy-benzyloxy)-hexyl]-phenyl}-cyclopent-2-enyl)-propyl]-thiophene-2-carboxylic acid methyl ester), mixture. Yield: 97.0%. As a reaction SMILES: [CH3:1][O:2][C:3]([C:5]1[S:6][C:7]([CH2:10][CH2:11][CH2:12][C@H:13]2[CH2:17][CH2:16][C:15](Br)([Br:18])[C@@H:14]2[C:20]2[CH:25]=[CH:24][C:23]([CH:26]([O:32][CH2:33][C:34]3[CH:39]=[CH:38][C:37]([O:40][CH3:41])=[CH:36][CH:35]=3)[CH2:27][CH2:28][CH2:29][CH2:30][CH3:31])=[CH:22][CH:21]=2)=[CH:8][CH:9]=1)=[O:4].C(N=C(N(C)C)N(C)C)(C)(C)C.Cl>ClCCCl>[CH3:1][O:2][C:3]([C:5]1[S:6][C:7]([CH2:10][CH2:11][CH2:12][C@H:13]2[CH2:17][CH2:16][C:15]([Br:18])=[C:14]2[C:20]2[CH:21]=[CH:22][C:23]([CH:26]([O:32][CH2:33][C:34]3[CH:39]=[CH:38][C:37]([O:40][CH3:41])=[CH:36][CH:35]=3)[CH2:27][CH2:28][CH2:29][CH2:30][CH3:31])=[CH:24][CH:25]=2)=[CH:8][CH:9]=1)=[O:4]. Procedure: A solution of dibromide 3 (52 mg, 0.074 mmol) and 2-tert-butyl-1,1,3,3-tetramethylguanidine (BTMG, 0.8 mL) in 1,2-dichloroethane (2 mL) was stirred at room temperature. After 3 days, 1 M HCl was added and the mixture was extracted with CH2Cl2 (3×25 mL). The combined dichloromethane solution was dried (Na2SO4), filtered and evaporated. Purification by flash chromatography (0%→20% ethyl acetate/hexanes) gave the title compound contaminated with 15% of the alkene regioisomer 5b as an inseparable mi... Starting materials: C(C1=CC=CC=C1)N(C1=C(C(=CC=C1)N)C)CC1=CC=CC=C1 (N1,N1-dibenzyl-2-methyl-1,3-benzenediamine), CN(S(=O)(=O)Cl)C (N,N-dimethylsulfamoylchloride). Yields the product C(C1=CC=CC=C1)N(C=1C(=C(C=CC1)NS(=O)(=O)N(C)C)C)CC1=CC=CC=C1 (N′-[3-(dibenzylamino)-2-methylphenyl]-N,N-dimethylsulfamide). As a reaction SMILES: [CH2:1]([N:8]([CH2:17][C:18]1[CH:23]=[CH:22][CH:21]=[CH:20][CH:19]=1)[C:9]1[CH:14]=[CH:13][CH:12]=[C:11]([NH2:15])[C:10]=1[CH3:16])[C:2]1[CH:7]=[CH:6][CH:5]=[CH:4][CH:3]=1.[CH3:24][N:25]([CH3:30])[S:26](Cl)(=[O:28])=[O:27]>>[CH2:17]([N:8]([CH2:1][C:2]1[CH:3]=[CH:4][CH:5]=[CH:6][CH:7]=1)[C:9]1[C:10]([CH3:16])=[C:11]([NH:15][S:26]([N:25]([CH3:30])[CH3:24])(=[O:28])=[O:27])[CH:12]=[CH:13][CH:14]=1)[C:18]1[CH:23]=[CH:22][CH:21]=[CH:20][CH:19]=1. Procedure: The product from Example 2B and N,N-dimethylsulfamoylchloride were processed as described in Example 3 to provide the title compound. 1H NMR (500 MHz, DMSO-d6) δ2.25 (s, 3H), 2.33 (m, 6H), 3.88 (s, 4H), 6.72 (dd, 1H), J=7.7, 1.5 Hz), 6.82 (m, 2H), 7.03 (m, 2H), 7.10 (m, 8H), 8.73 (s, 1H); MS (APCI+) m/z 410 (M+H)+. Reactants: FC(C1=NN=C2N1N=C(C=C2)N2CCC(CC2)C2=CC=C(OCC(=O)OC)C=C2)(F)F (methyl 2-[4-[1-[3-(trifluoromethyl)-[1,2,4]triazolo[4,3-b]pyridazin-6-yl]piperidin-4-yl]phenoxy]acetate), C(=O)[O-].[NH4+] (ammonium formate), C(=O)[O-].[NH4+] (ammonium formate). The reagents and catalysts are [Pd] (Palladium on carbon). Solvent: C(C)O (ethanol). Yields the product FC(C1=NN=C2N1N=C(CC2)N2CCC(CC2)C2=CC=C(OCC(=O)OCC)C=C2)(F)F (ethyl 2-[4-[1-[3-(trifluoromethyl)-7,8-dihydro-[1,2,4]triazolo[4,3-b]pyridazin-6-yl]piperidin-4-yl]phenoxy]acetate). Isolated yield 72.1%. As a reaction SMILES: [F:1][C:2]([F:31])([F:30])[C:3]1[N:7]2[N:8]=[C:9]([N:12]3[CH2:17][CH2:16][CH:15]([C:18]4[CH:29]=[CH:28][C:21]([O:22][CH2:23][C:24]([O:26][CH3:27])=[O:25])=[CH:20][CH:19]=4)[CH2:14][CH2:13]3)[CH:10]=[CH:11][C:6]2=[N:5][N:4]=1.[CH:32]([O-])=O.[NH4+]>[Pd].C(O)C>[F:31][C:2]([F:1])([F:30])[C:3]1[N:7]2[N:8]=[C:9]([N:12]3[CH2:17][CH2:16][CH:15]([C:18]4[CH:29]=[CH:28][C:21]([O:22][CH2:23][C:24]([O:26][CH2:27][CH3:32])=[O:25])=[CH:20][CH:19]=4)[CH2:14][CH2:13]3)[CH2:10][CH2:11][C:6]2=[N:5][N:4]=1 |f:1.2|. Procedure: 10% Palladium on carbon (0.536 g, 0.50 mmol) was added to methyl 2-[4-[1-[3-(trifluoromethyl)-[1,2,4]triazolo[4,3-b]pyridazin-6-yl]piperidin-4-yl]phenoxy]acetate (1.096 g, 2.52 mmol) and ammonium formate (1.587 g, 25.17 mmol) in ethanol (50 mL). The resulting mixture was stirred at 78° C., with further portions of ammonium formate being added every 5 hours until the reaction was complete. The reaction mixture was cooled to room temperature and the catalyst was removed by filtration. The filtrate... Starting materials: CC=1C=C(C=CC1OC=1C=NC=CC1)NC1=NC=NC2=CC=C(C=C12)C=CCO (3-{4-[3-methyl-4-(pyridin-3-yloxy) -phenylamino]-quinazolin-6-yl}-prop-2-en-1-ol), S(=O)(Cl)Cl (thionyl chloride). Solvent: C(Cl)Cl (methylene chloride), C(CCl)Cl (ethylene dichloride). Conditions: temperature 100 celsius. Yields the product ClCC=CC=1C=C2C(=NC=NC2=CC1)NC1=CC(=C(C=C1)OC=1C=NC=CC1)C ([6-(3-chloro-propenyl)-quinazolin-4-yl]-[3 methyl-4-(pyridin-3-yloxy)-phenyl]-amine). RXN SMILES: [CH3:1][C:2]1[CH:3]=[C:4]([NH:15][C:16]2[C:25]3[C:20](=[CH:21][CH:22]=[C:23]([CH:26]=[CH:27][CH2:28]O)[CH:24]=3)[N:19]=[CH:18][N:17]=2)[CH:5]=[CH:6][C:7]=1[O:8][C:9]1[CH:10]=[N:11][CH:12]=[CH:13][CH:14]=1.S(Cl)([Cl:32])=O>C(Cl)Cl.C(Cl)CCl>[Cl:32][CH2:28][CH:27]=[CH:26][C:23]1[CH:24]=[C:25]2[C:20](=[CH:21][CH:22]=1)[N:19]=[CH:18][N:17]=[C:16]2[NH:15][C:4]1[CH:5]=[CH:6][C:7]([O:8][C:9]2[CH:10]=[N:11][CH:12]=[CH:13][CH:14]=2)=[C:2]([CH3:1])[CH:3]=1. Reported procedure: To a suspension of 0.035 g (0.091 mmol) of 3-{4-[3-methyl-4-(pyridin-3-yloxy) -phenylamino]-quinazolin-6-yl}-prop-2-en-1-ol in 0.5 mL of methylene chloride and 1 mL of ethylene dichloride was added 1 mL of thionyl chloride. The reaction was heated at 100° C. for 1 hour and the solvents were evaporated to provide [6-(3-chloro-propenyl)-quinazolin-4-yl]-[3 methyl-4-(pyridin-3-yloxy)-phenyl]-amine [MS: M+ 403.1] which was dissolved in THF and used directly in the next reaction. To the solution of [... The reactants are CS(=O)(=O)C1=CC=C(C=C1)C(CCC(C)=O)=O (1-(4-methylsulfonylphenyl)-1,4-pentanedione), NC1=CC=C(C=C1)C (p-toluidine), C1(=CC=C(C=C1)S(=O)(=O)O)C (p-toluenesulfonic acid). The solvent is C1(=CC=CC=C1)C (toluene). The product is CC=1N(C(=CC1)C1=CC=C(C=C1)S(=O)(=O)C)C1=CC=C(C=C1)C (2-methyl-1-(4-methylphenyl)-5-[4-(methylsulfonyl)phenyl]-1H-pyrrole). The yield is 90.8%. As a reaction SMILES: [CH3:1][S:2]([C:5]1[CH:10]=[CH:9][C:8]([C:11](=O)[CH2:12][CH2:13][C:14](=O)[CH3:15])=[CH:7][CH:6]=1)(=[O:4])=[O:3].[NH2:18][C:19]1[CH:24]=[CH:23][C:22]([CH3:25])=[CH:21][CH:20]=1.C1(C)C=CC(S(O)(=O)=O)=CC=1>C1(C)C=CC=CC=1>[CH3:15][C:14]1[N:18]([C:19]2[CH:24]=[CH:23][C:22]([CH3:25])=[CH:21][CH:20]=2)[C:11]([C:8]2[CH:9]=[CH:10][C:5]([S:2]([CH3:1])(=[O:4])=[O:3])=[CH:6][CH:7]=2)=[CH:12][CH:13]=1. Procedure: A mixture of 1-(4-methylsulfonylphenyl)-1,4-pentanedione (Example 1, Step 2) (335 mg, 1.32 mmol), p-toluidine (156 mg, 1.45 mmol) and p-toluenesulfonic acid (25 mg) in toluene (100 ml) was heated to reflux for 20 hours. The reaction mixture was cooled, filtered and concentrated. The crude solid (560 mg) was purified by chromatography (silica gel, hexane/ethyl acetate, 7/3) to give 2-methyl-1-(4-methylphenyl)-5-[4-(methylsulfonyl)phenyl]-1H-pyrrole (390 mg, 91%) as a white solid: mp (DSC) 144° C....